This data is from the Open Reaction Database (ORD), a public repository of structured organic reaction records. The task is: describe an organic reaction: reactants, conditions, products, and yield Starting materials: c1ccc2c(c1)CCCN2, O=[N+]([O-])O, O=S(=O)(O)O. Yields the product O=[N+]([O-])c1ccc2c(c1)NCCC2. Reaction SMILES: [CH2:1]1[CH2:2][NH:3][c:4]2[cH:5][cH:6][cH:7][cH:8][c:9]2[CH2:10]1.[OH:11][N+:12]([O-:13])=[O:14].[S:15](=[O:16])(=[O:17])([OH:18])[OH:19]>>[CH2:1]1[CH2:2][NH:3][c:4]2[cH:5][c:6]([N+:12](=[O:11])[O-:13])[cH:7][cH:8][c:9]2[CH2:10]1. Starting materials: C(C)(C)(C)OC(NC1=C(C=C(C=C1)C1=C(C=CC=C1)C)[N+](=O)[O-])=O ((2′-Methyl-3-nitro-biphenyl-4-yl)-carbamic acid tert.-butyl ester). The reagents and catalysts are [Ni] (Ni). The product is C(C)(C)(C)OC(NC1=C(C=C(C=C1)C1=C(C=CC=C1)C)N)=O ((3-Amino-2′-methyl-biphenyl-4-yl)-carbamic acid tert.-butyl ester). RXN SMILES: [C:1]([O:5][C:6](=[O:24])[NH:7][C:8]1[CH:13]=[CH:12][C:11]([C:14]2[CH:19]=[CH:18][CH:17]=[CH:16][C:15]=2[CH3:20])=[CH:10][C:9]=1[N+:21]([O-])=O)([CH3:4])([CH3:3])[CH3:2]>[Ni]>[C:1]([O:5][C:6](=[O:24])[NH:7][C:8]1[CH:13]=[CH:12][C:11]([C:14]2[CH:19]=[CH:18][CH:17]=[CH:16][C:15]=2[CH3:20])=[CH:10][C:9]=1[NH2:21])([CH3:4])([CH3:2])[CH3:3]. Procedure: Prepared from (2′-methyl-3-nitro-biphenyl-4-yl)-carbamic acid tert.-butyl ester (Example C9) by catalytic hydrogenation with Raney-Ni according to the general procedure G (method a). Obtained as a white powder (281 mg). Reactants: Cl.COC(=O)C=1C=C(C=NC1)B(O)O ([5-(Methoxycarbonyl)pyridin-3-yl]boronic acid hydrochloride), C([O-])([O-])=O.[K+].[K+] (potassium carbonate), BrC1=CC=C(C=C1)CC(F)(F)F (1-Bromo-4-(2,2,2-trifluoroethyl)benzene), [F-].[K+] (potassium fluoride). Procedure details: A solution of 8.00 g (33.5 mmol) of the compound from Example 40A in toluene (304 ml) was admixed under argon at RT with 10.9 g (50.2 mmol) of the compound from Example 33A in ethanol (100 ml) and 5.10 g (36.8 mmol) of potassium carbonate. After stirring for 10 min, 3.87 g (3.35 mmol) of tetrakis(triphenylphosphine)palladium and then 5.83 g (100 mmol) of potassium fluoride in water (64 ml) were added. The mixture was stirred under reflux for 8 h, and the reaction solution was cooled and diluted ... Yields the product FC(CC1=CC=C(C=C1)C=1C=NC=C(C(=O)OC)C1)(F)F (Methyl 5-[4-(2,2,2-trifluoroethyl)phenyl]nicotinate). Run in C(C)O (ethanol), C1(=CC=CC=C1)C (toluene), C(C)(=O)OCC (ethyl acetate), O (water). As a reaction SMILES: Br[C:2]1[CH:7]=[CH:6][C:5]([CH2:8][C:9]([F:12])([F:11])[F:10])=[CH:4][CH:3]=1.Cl.[CH3:14][O:15][C:16]([C:18]1[CH:19]=[C:20](B(O)O)[CH:21]=[N:22][CH:23]=1)=[O:17].C(=O)([O-])[O-].[K+].[K+].[F-].[K+]>C1(C)C=CC=CC=1.C(O)C.O.C(OCC)(=O)C.C1C=CC([P]([Pd]([P](C2C=CC=CC=2)(C2C=CC=CC=2)C2C=CC=CC=2)([P](C2C=CC=CC=2)(C2C=CC=CC=2)C2C=CC=CC=2)[P](C2C=CC=CC=2)(C2C=CC=CC=2)C2C=CC=CC=2)(C2C=CC=CC=2)C2C=CC=CC=2)=CC=1>[F:10][C:9]([F:12])([F:11])[CH2:8][C:5]1[CH:6]=[CH:7][C:2]([C:20]2[CH:21]=[N:22][CH:23]=[C:18]([CH:19]=2)[C:16]([O:15][CH3:14])=[O:17])=[CH:3][CH:4]=1 |f:1.2,3.4.5,6.7,^1:55,57,76,95|. Conditions: time 10 minute. The reagents and catalysts are C=1C=CC(=CC1)[P](C=2C=CC=CC2)(C=3C=CC=CC3)[Pd]([P](C=4C=CC=CC4)(C=5C=CC=CC5)C=6C=CC=CC6)([P](C=7C=CC=CC7)(C=8C=CC=CC8)C=9C=CC=CC9)[P](C=1C=CC=CC1)(C=1C=CC=CC1)C=1C=CC=CC1 (tetrakis(triphenylphosphine)palladium).